Dataset: the Open Reaction Database (ORD), a public repository of structured organic reaction records. Task: describe an organic reaction: reactants, conditions, products, and yield Procedure details: 4.0 g (0.016 mole) of 3-trimethylstannylpropionic acid hydrazide of Example 1 and 5.0 ml (0.068 mole) of reagent grade acetone were placed in a 50 ml single-neck flask equipped with a stirrer. The flask was stoppered and the solution was then stirred for about fifteen minutes, at which time the reaction mixture turned solid. Recrystallization of the air-dried solid from acetone-water mixture containing 50% by weight of acetone gave 3.8 g of 3-trimethylstannylpropionic acid 1-methylethylidenehydr... Starting materials: C[Sn](CCC(=O)NN)(C)C (3-trimethylstannylpropionic acid hydrazide), reagent, CC(=O)C (acetone). Reaction SMILES: [CH3:1][Sn:2]([CH3:10])([CH3:9])[CH2:3][CH2:4][C:5]([NH:7][NH2:8])=[O:6].[CH3:11][C:12]([CH3:14])=O>>[CH3:11][C:12](=[N:8][NH:7][C:5](=[O:6])[CH2:4][CH2:3][Sn:2]([CH3:10])([CH3:9])[CH3:1])[CH3:14]. Product: CC(C)=NNC(CC[Sn](C)(C)C)=O (3-trimethylstannylpropionic acid 1-methylethylidenehydrazide). The reactants are O=C([O-])[O-], C1COCCN1, COC(=O)c1cc(F)cc2c1CC(C)(C)C(c1cccc(Br)c1)N2, CN(C)CC(=O)O, CS(C)=O, Cl, [Cu]I, [K+], [K+]. The product is COC(=O)c1cc(F)cc2c1CC(C)(C)C(c1cccc(N3CCOCC3)c1)N2. RXN SMILES: [C:39](=[O:40])([O-:41])[O-:42].[CH2:25]1[CH2:26][O:27][CH2:28][CH2:29][NH:30]1.[CH3:1][O:2][C:3](=[O:4])[c:5]1[c:6]2[c:11]([cH:12][c:13]([F:15])[cH:14]1)[NH:10][CH:9]([c:16]1[cH:17][c:18]([Br:22])[cH:19][cH:20][cH:21]1)[C:8]([CH3:23])([CH3:24])[CH2:7]2.[CH3:32][N:33]([CH3:34])[CH2:35][C:36]([OH:37])=[O:38].[CH3:45][S:46](=[O:47])[CH3:48].[ClH:31].[Cu:49][I:50].[K+:43].[K+:44]>>[CH3:1][O:2][C:3](=[O:4])[c:5]1[c:6]2[c:11]([cH:12][c:13]([F:15])[cH:14]1)[NH:10][CH:9]([c:16]1[cH:17][c:18]([N:30]3[CH2:25][CH2:26][O:27][CH2:28][CH2:29]3)[cH:19][cH:20][cH:21]1)[C:8]([CH3:23])([CH3:24])[CH2:7]2. Reactants: CCOC(C)=O, COc1ccc([N+](=O)[O-])c(F)c1, N#Cc1ccc(N)cc1. Reaction SMILES: [CH3:22][CH2:23][O:24][C:25](=[O:26])[CH3:27].[F:1][c:2]1[cH:3][c:4]([O:11][CH3:12])[cH:5][cH:6][c:7]1[N+:8](=[O:9])[O-:10].[NH2:13][c:14]1[cH:15][cH:16][c:17]([C:18]#[N:19])[cH:20][cH:21]1>>[c:2]1([NH:13][c:14]2[cH:15][cH:16][c:17]([C:18]#[N:19])[cH:20][cH:21]2)[cH:3][c:4]([O:11][CH3:12])[cH:5][cH:6][c:7]1[N+:8](=[O:9])[O-:10]. The product is COc1ccc([N+](=O)[O-])c(Nc2ccc(C#N)cc2)c1.